From a dataset of the Open Reaction Database (ORD), a public repository of structured organic reaction records. describe an organic reaction: reactants, conditions, products, and yield The reactants are BrC(CC(=O)O)C(C1=C(C=C(C=C1)Cl)Cl)Br (2,3-dibromo-3-(2,4-dichlorophenyl)propanecarboxylic acid), Cl (hydrochloric acid), C(C)(=O)OCC (ethyl acetate), 22.86, CC(C)([O-])C.[K+] (potassium tert-butoxide). Run in C(C)(C)(C)O (tert-butanol). Conditions: time 90 minute. The product is ClC1=C(C=CC(=C1)Cl)C#CC(=O)O ((2,4-dichlorophenyl)propynoic Acid). RXN SMILES: BrC([CH:7](Br)[C:8]1[CH:13]=[CH:12][C:11]([Cl:14])=[CH:10][C:9]=1[Cl:15])CC(O)=O.CC(C)([O-])C.[K+].Cl.[C:24]([O:27]CC)(=[O:26])[CH3:25]>C(O)(C)(C)C>[Cl:15][C:9]1[CH:10]=[C:11]([Cl:14])[CH:12]=[CH:13][C:8]=1[C:7]#[C:25][C:24]([OH:27])=[O:26] |f:1.2|. Reported procedure: A solution of 19.2 g (50.94 mmol) of 2,3-dibromo-3-(2,4-dichlorophenyl)propanecarboxylic acid in 130 mL of tert-butanol is combined batchwise with a total of 22.86 (203.78 mmol) of potassium tert-butoxide, so that the temperature does not exceed 40° C. Then the mixture is stirred for another 90 minutes at this temperature. The reaction mixture is poured into 2N hydrochloric acid and the precipitate is taken up in ethyl acetate. The organic phase is extracted three times with water and dried over... The reactants are ClC(C1=CC=CC=C1)(C1=CC=CC=C1)Cl (dichlorodiphenyl methane), CN(C=O)C (N,N-dimethylformamide), C(C1=CC=CC=C1)(=O)C1=CC=CC=C1 (benzophenone), S(=O)(Cl)Cl (thionyl chloride). Yields the product ClC(C1=CC=CC=C1)(C1=CC=CC=C1)Cl.C1(=CC=CC=C1)C (dichlorodiphenyl methane toluene). Procedure details: 25.6 mL of N,N-dimethylformamide (DMF) (manufactured by Wako Pure Chemical Industries Ltd.) was added to 60.1 g of benzophenone (manufactured by Wako Pure Chemical Industries Ltd., and then 60.2 mL of thionyl chloride (manufactured by Wako Pure Chemical Industries Ltd.) was added dropwise thereto, followed by performing a reaction at a reaction temperature of 75° C. for 12 hours. After confirming the production of the dichlorodiphenyl methane by means of 1H-NMR, 60 mL of toluene and 80 mL of wat... Run in O (water), C1(=CC=CC=C1)C (toluene). Reaction SMILES: CN(C)C=O.[C:6](C1C=CC=CC=1)(=O)[C:7]1[CH:12]=[CH:11][CH:10]=[CH:9][CH:8]=1.S(Cl)(Cl)=O.[Cl:24][C:25]([Cl:38])([C:32]1[CH:37]=[CH:36][CH:35]=[CH:34][CH:33]=1)[C:26]1[CH:31]=[CH:30][CH:29]=[CH:28][CH:27]=1>O.C1(C)C=CC=CC=1>[Cl:24][C:25]([Cl:38])([C:32]1[CH:33]=[CH:34][CH:35]=[CH:36][CH:37]=1)[C:26]1[CH:31]=[CH:30][CH:29]=[CH:28][CH:27]=1.[C:7]1([CH3:6])[CH:12]=[CH:11][CH:10]=[CH:9][CH:8]=1 |f:6.7|. Starting materials: Cc1ccc(S(=O)(=O)Nc2nc(-c3cccc([N+](=O)[O-])c3)cs2)cc1, CO, CCOC(C)=O, [Pd]. Yields the product Cc1ccc(S(=O)(=O)Nc2nc(-c3cccc(N)c3)cs2)cc1. RXN SMILES: [CH3:1][c:2]1[cH:3][cH:4][c:5]([S:8](=[O:9])(=[O:10])[NH:11][c:12]2[s:13][cH:14][c:15](-[c:17]3[cH:18][c:19]([N+:23]([O-:24])=[O:25])[cH:20][cH:21][cH:22]3)[n:16]2)[cH:6][cH:7]1.[CH3:26][OH:27].[CH3:28][CH2:29][O:30][C:31](=[O:32])[CH3:33].[Pd:34]>>[CH3:1][c:2]1[cH:3][cH:4][c:5]([S:8](=[O:9])(=[O:10])[NH:11][c:12]2[s:13][cH:14][c:15](-[c:17]3[cH:18][c:19]([NH2:23])[cH:20][cH:21][cH:22]3)[n:16]2)[cH:6][cH:7]1.